Dataset: the Open Reaction Database (ORD), a public repository of structured organic reaction records. Task: describe an organic reaction: reactants, conditions, products, and yield The reactants are C(C1=CC=C(C=O)C=C1)=O (terephthalaldehyde), [OH-].[K+] (potassium hydroxide), resultant solution, C(C)OP(=O)(OCC)CC1=CC=C(C#N)C=C1 (p-diethylphosphonomethylbenzonitrile). Run in CO (methanol), CO (methanol). Product: C(#N)C1=CC=C(C=C1)C=CC1=CC=C(C=C1)C=O (4-cyanostilbene-4'-aldehyde). Isolated yield 91.0%. Reaction SMILES: [CH:1](=[O:10])[C:2]1[CH:9]=[CH:8][C:5]([CH:6]=O)=[CH:4][CH:3]=1.[OH-].[K+].C(OP([CH2:21][C:22]1[CH:29]=[CH:28][C:25]([C:26]#[N:27])=[CH:24][CH:23]=1)(OCC)=O)C>CO>[C:26]([C:25]1[CH:28]=[CH:29][C:22]([CH:21]=[CH:6][C:5]2[CH:8]=[CH:9][C:2]([CH:1]=[O:10])=[CH:3][CH:4]=2)=[CH:23][CH:24]=1)#[N:27] |f:1.2|. Reported procedure: With stirring, cooling and blanketing with nitrogen, 6.7 g of terephthalaldehyde are added in portions to a mixture of 6.2 ml of aqueous potassium hydroxide solution 50% w/v and 40 ml of methanol, such that the temperature does not exceed 22° C. The resultant solution is then treated dropwise at 10° C. over 1/2 hour with a solution of 12.7 g of p-diethylphosphonomethylbenzonitrile (99.5%) in 10 ml of methanol, whereupon the reaction product soon precipitates. After stirring overnight at 10° C., ...